This data is from the Open Reaction Database (ORD), a public repository of structured organic reaction records. The task is: describe an organic reaction: reactants, conditions, products, and yield Starting materials: NC(COCC=1C=C(C=C(C1)C(=O)N1C(CCC1)C1=CC=CC=C1)N(S(=O)(=O)C)CCC)(CC1=CC=CC=C1)C (N-{3-[(2-amino-2-methyl-3-phenylpropoxy)methyl]-5-[(2-phenylpyrrolidin-1-yl)carbonyl]phenyl}-N-propylmethanesulfonamide), C(C)(C)(C)OC(=O)NC(COCC=1C=C(C(=O)O)C=C(C1)N(CCC)S(=O)(=O)C)(CC1=CC=CC=C1)C (3({2-[(tert-butoxycarbonyl)amino]-2-methyl-3-phenylpropoxy}methyl)-5-[(methylsulfonyl)(propyl)amino]benzoic acid), C(C)(C)(C)OC(=O)NC(COCC=1C=C(C(=O)O)C=C(C1)N(CCC)S(=O)(=O)C)(CC1=CC=CC=C1)C (3({2-[(tert-butoxycarbonyl)amino]-2-methyl-3-phenylpropoxy}methyl)-5-[(methylsulfonyl)(propyl)amino]benzoic acid), C(CC)NCCC (dipropylamine). The product is NC(COCC=1C=C(C(=O)N(CCC)CCC)C=C(C1)N(CCC)S(=O)(=O)C)(CC1=CC=CC=C1)C (3-[(2-amino-2-methyl-3-phenylpropoxy)methyl]-5-[(methylsulfonyl)(propyl)amino]-N,N-dipropylbenzamide). Reaction SMILES: C(OC(NC(C)(CC1C=CC=CC=1)COCC1C=C(C=C(N(S(C)(=O)=O)CCC)C=1)C(O)=O)=O)(C)(C)C.C(NCCC)CC.[NH2:45][C:46]([CH3:84])([CH2:77][C:78]1[CH:83]=[CH:82][CH:81]=[CH:80][CH:79]=1)[CH2:47][O:48][CH2:49][C:50]1[CH:51]=[C:52]([N:69]([CH2:74][CH2:75][CH3:76])[S:70]([CH3:73])(=[O:72])=[O:71])[CH:53]=[C:54]([C:56]([N:58]2[CH2:62][CH2:61][CH2:60][CH:59]2[C:63]2C=CC=C[CH:64]=2)=[O:57])[CH:55]=1>>[NH2:45][C:46]([CH3:84])([CH2:77][C:78]1[CH:79]=[CH:80][CH:81]=[CH:82][CH:83]=1)[CH2:47][O:48][CH2:49][C:50]1[CH:55]=[C:54]([CH:53]=[C:52]([N:69]([S:70]([CH3:73])(=[O:72])=[O:71])[CH2:74][CH2:75][CH3:76])[CH:51]=1)[C:56]([N:58]([CH2:59][CH2:63][CH3:64])[CH2:62][CH2:61][CH3:60])=[O:57]. Procedure details: 3-[(2-amino-2-methyl-3-phenylpropoxy)methyl]-5-[(methylsulfonyl)(propyl)amino]-N,N-dipropylbenzamide was prepared from 3-({2-[(tert-butoxycarbonyl)amino]-2-methyl-3-phenylpropoxy}methyl)-5-[(methylsulfonyl)(propyl)amino]benzoic acid (intermediate XI) and dipropylamine following a similar procedure as described for the preparation of N-{3-[(2-amino-2-methyl-3-phenylpropoxy)methyl]-5-[(2-phenylpyrrolidin-1-yl)carbonyl]phenyl}-N-propylmethanesulfonamide. HRMS (ES, M+H) calculated for C28H43N3O4S: 5... Reactants: [OH-].[Na+] (sodium hydroxide), Cl.CC1=C(N=CN1)CS (5-methyl-4-mercaptomethylimidazole hydrochloride), C(#N)NC(=NCCS)NC (N-cyano-N'-methyl-N"-(2-mercaptoethyl)guanidine), II (ethanolic solution of iodine), II (iodine). Product: C(#N)NC(=NCCSSCC=1N=CNC1C)NC (N-cyano-N'-methyl-N"-[2-(5-methyl-4-imidazolylmethyldithio)ethyl]guanidine). RXN SMILES: [OH-].[Na+].Cl.[CH3:4][C:5]1[NH:9][CH:8]=[N:7][C:6]=1[CH2:10][SH:11].[C:12]([NH:14][C:15]([NH:20][CH3:21])=[N:16][CH2:17][CH2:18][SH:19])#[N:13].II>>[C:12]([NH:14][C:15]([NH:20][CH3:21])=[N:16][CH2:17][CH2:18][S:19][S:11][CH2:10][C:6]1[N:7]=[CH:8][NH:9][C:5]=1[CH3:4])#[N:13] |f:0.1,2.3|. Procedure details: Aqueous sodium hydroxide (3.60 g, 0.9 mol) was added to a stirred ethanolic solution of 5-methyl-4-mercaptomethylimidazole hydrochloride (5.92 g, 0.03 mol) and N-cyano-N'-methyl-N"-(2-mercaptoethyl)guanidine (5.74 g, 0.0363 mol). The solution was cooled to 0° and a saturated ethanolic solution of iodine was added until the iodine color remained. The solvent was removed under reduced pressure to yield an oil which was purified using preparative high pressure liquid chromatography (silica gel; 13%... Reactants: CCO, CCc1cn(C2CC(O)C(CCCN=[N+]=[N-])O2)c(=O)[nH]c1=O. Product: CCc1cn(C2CC(O)C(CCCN)O2)c(=O)[nH]c1=O. As a reaction SMILES: [CH3:23][CH2:24][OH:25].[N:1](=[N+:2]=[N-:3])[CH2:4][CH2:5][CH2:6][CH:7]1[CH:8]([OH:22])[CH2:9][CH:10]([n:12]2[c:13](=[O:14])[nH:15][c:16](=[O:17])[c:18]([CH2:20][CH3:21])[cH:19]2)[O:11]1>>[NH2:1][CH2:4][CH2:5][CH2:6][CH:7]1[CH:8]([OH:22])[CH2:9][CH:10]([n:12]2[c:13](=[O:14])[nH:15][c:16](=[O:17])[c:18]([CH2:20][CH3:21])[cH:19]2)[O:11]1. The reactants are CN, O=C1CN=C(c2ccccc2Cl)c2cc(Cl)ccc2N1, C1CCOC1, c1ccccc1. Product: CNC1=Nc2ccc(Cl)cc2C(c2ccccc2Cl)=NC1. Reaction SMILES: [CH3:21][NH2:22].[Cl:1][c:2]1[cH:3][cH:4][c:5]2[c:6]([cH:20]1)[C:7]([c:13]1[c:14]([Cl:19])[cH:15][cH:16][cH:17][cH:18]1)=[N:8][CH2:9][C:10](=[O:12])[NH:11]2.[O:23]1[CH2:24][CH2:25][CH2:26][CH2:27]1.[cH:28]1[cH:29][cH:30][cH:31][cH:32][cH:33]1>>[Cl:1][c:2]1[cH:3][cH:4][c:5]2[c:6]([cH:20]1)[C:7]([c:13]1[c:14]([Cl:19])[cH:15][cH:16][cH:17][cH:18]1)=[N:8][CH2:9][C:10]([NH:22][CH3:21])=[N:11]2. Starting materials: COC1=NC=C(C=C1)[N+](=O)[O-] (2-methoxy-5-nitropyridine), CNCCO (N-methylethanolamine). Run in O (water). Yields the product OCCN(C)C1=NC=C(C=C1)[N+](=O)[O-] (2-(N-hydroxyethyl-N-methylamino)-5-nitropyridine). The yield is 78.0%. As a reaction SMILES: CO[C:3]1[CH:8]=[CH:7][C:6]([N+:9]([O-:11])=[O:10])=[CH:5][N:4]=1.[CH3:12][NH:13][CH2:14][CH2:15][OH:16]>O>[OH:16][CH2:15][CH2:14][N:13]([C:3]1[CH:8]=[CH:7][C:6]([N+:9]([O-:11])=[O:10])=[CH:5][N:4]=1)[CH3:12]. Procedure details: A mixture of 154 g (1 mole) of 2-methoxy-5-nitropyridine, 90 g (1.2 mole) of N-methylethanolamine and 200 ml of water is heated to reflux for 8 hours with stirring. After cooling, the solid substance is filtered off with suction, washed with water and is then dried in the vacuum. An intensively yellow dyed product is obtained with a melting point of 83°-4° C. and in a yield of 78% of theory. Starting materials: O (Water), BrC1=CC(=C(C=C1)N=CC1=C(C=CC=C1C)O)F (2-[(4-bromo-2-fluorophenyl)iminomethyl]-3-methylphenol), C(=O)([O-])[O-].[K+].[K+] (K2CO3). Reagents/catalysts: C1COCCOCCOCCOCCOCCO1 (18-Crown-6). Run in CS(=O)C (DMSO). Conditions: temperature 140 celsius, time 1 hour. Yields the product BrC=1C=CC2=C(OC3=C(C=N2)C(=CC=C3)C)C1 (7-bromo-1-methyldibenz[b,f][1,4]oxazepine). Yield: 84.5%. RXN SMILES: [Br:1][C:2]1[CH:7]=[CH:6][C:5]([N:8]=[CH:9][C:10]2[C:15]([CH3:16])=[CH:14][CH:13]=[CH:12][C:11]=2[OH:17])=[C:4](F)[CH:3]=1.C([O-])([O-])=O.[K+].[K+].O>CS(C)=O.C1OCCOCCOCCOCCOCCOC1>[Br:1][C:2]1[CH:7]=[CH:6][C:5]2[N:8]=[CH:9][C:10]3[C:15]([CH3:16])=[CH:14][CH:13]=[CH:12][C:11]=3[O:17][C:4]=2[CH:3]=1 |f:1.2.3|. Procedure: To a solution of 2-[(4-bromo-2-fluorophenyl)iminomethyl]-3-methylphenol (31.7 g, 102.9 mmol) in DMSO (0.27 L), K2CO3 (28.6 g, 206.9 mmol) and 18-Crown-6 (477 mg, 1.8 mmol) were added. The resulting mixture was stirred at 140° C. for 1 h and then allowed to cool to ambient temperature. Water was added and the mixture was extracted with toluene/ethyl acetate (8:2). The combined organic layers were washed with water and with brine, dried (Na2SO4) and evaporated to afford the crude compound which wa... Reactants: CN(C)C=O, NC1CCCC1, CCOC(=O)c1nc2c([N+](=O)[O-])cnn2c(Cl)c1CCCl, O. Yields the product CCOC(=O)c1nc2c([N+](=O)[O-])cnn2c2c1CCN2C1CCCC1. RXN SMILES: [CH3:29][N:30]([CH3:31])[CH:32]=[O:33].[CH:22]1([NH2:27])[CH2:23][CH2:24][CH2:25][CH2:26]1.[Cl:1][c:2]1[c:3]([CH2:19][CH2:20][Cl:21])[c:4]([C:14](=[O:15])[O:16][CH2:17][CH3:18])[n:5][c:6]2[n:7]1[n:8][cH:9][c:10]2[N+:11](=[O:12])[O-:13].[OH2:28]>>[c:2]12[c:3]([c:4]([C:14](=[O:15])[O:16][CH2:17][CH3:18])[n:5][c:6]3[n:7]1[n:8][cH:9][c:10]3[N+:11](=[O:12])[O-:13])[CH2:19][CH2:20][N:27]2[CH:22]1[CH2:23][CH2:24][CH2:25][CH2:26]1. The reactants are [Al+3], CCOCC, [H-], [H-], [H-], [H-], [K], [Li+], [Na], C#CCn1c(C(F)(F)F)c(C(=O)OCC)oc1=O. The product is C#CCn1c(C(F)(F)F)c(CO)oc1=O. Reaction SMILES: [Al+3:2].[CH2:27]([O:28][CH2:29][CH3:30])[CH3:31].[H-:1].[H-:4].[H-:5].[H-:6].[K:26].[Li+:3].[Na:25].[O:7]=[c:8]1[o:9][c:10]([C:20](=[O:21])[O:22][CH2:23][CH3:24])[c:11]([C:16]([F:17])([F:18])[F:19])[n:12]1[CH2:13][C:14]#[CH:15]>>[O:7]=[c:8]1[o:9][c:10]([CH2:20][OH:21])[c:11]([C:16]([F:17])([F:18])[F:19])[n:12]1[CH2:13][C:14]#[CH:15].